From a dataset of the Open Reaction Database (ORD), a public repository of structured organic reaction records. describe an organic reaction: reactants, conditions, products, and yield Starting materials: ClC1=CC=C(C=C1)C=1C=C(C=NC1OCC(F)(F)F)N (5-(4-chloro-phenyl)-6-(2,2, 2-trifluoro-ethoxy)-pyridin-3-ylamine), C(C1=CC=NC=C1)(=O)O (isonicotinic acid). Yields the product ClC1=CC=C(C=C1)C=1C=C(C=NC1OCC(F)(F)F)NC(C1=CC=NC=C1)=O (N-[5-(4-chloro-phenyl)-6-(2,2,2-trifluoro-ethoxy)-pyridin-3-yl]-isonicotinamide). As a reaction SMILES: [Cl:1][C:2]1[CH:7]=[CH:6][C:5]([C:8]2[CH:9]=[C:10]([NH2:20])[CH:11]=[N:12][C:13]=2[O:14][CH2:15][C:16]([F:19])([F:18])[F:17])=[CH:4][CH:3]=1.[C:21](O)(=[O:28])[C:22]1[CH:27]=[CH:26][N:25]=[CH:24][CH:23]=1>>[Cl:1][C:2]1[CH:3]=[CH:4][C:5]([C:8]2[CH:9]=[C:10]([NH:20][C:21](=[O:28])[C:22]3[CH:27]=[CH:26][N:25]=[CH:24][CH:23]=3)[CH:11]=[N:12][C:13]=2[O:14][CH2:15][C:16]([F:17])([F:18])[F:19])=[CH:6][CH:7]=1. Procedure: The title compound was synthesized in analogy to Example 1, using 5-(4-chloro-phenyl)-6-(2,2, 2-trifluoro-ethoxy)-pyridin-3-ylamine and isonicotinic acid as starting materials, MS (LC/MS): 408.0 (M+H). Reactants: BrB(Br)Br, ClCCl, COc1ccc(F)cc1-c1c(Cl)cccc1Cl. The product is Oc1ccc(F)cc1-c1c(Cl)cccc1Cl. RXN SMILES: [B:18]([Br:19])([Br:20])[Br:21].[CH2:22]([Cl:23])[Cl:24].[Cl:1][c:2]1[c:3](-[c:9]2[c:10]([O:16][CH3:17])[cH:11][cH:12][c:13]([F:15])[cH:14]2)[c:4]([Cl:8])[cH:5][cH:6][cH:7]1>>[Cl:1][c:2]1[c:3](-[c:9]2[c:10]([OH:16])[cH:11][cH:12][c:13]([F:15])[cH:14]2)[c:4]([Cl:8])[cH:5][cH:6][cH:7]1. Reactants: CN(C)C=O, [Cl-], O=c1nc(-c2cc(C(F)(F)F)ccn2)[nH]o1, [H-], CI, [NH4+], [Na+], C1CCOC1. Yields the product Cn1c(-c2cc(C(F)(F)F)ccn2)noc1=O. RXN SMILES: [CH3:23][N:24]([CH3:25])[CH:26]=[O:27].[Cl-:21].[F:3][C:4]([c:5]1[cH:6][c:7](-[c:11]2[nH:12][o:13][c:14](=[O:16])[n:15]2)[n:8][cH:9][cH:10]1)([F:17])[F:18].[H-:1].[I:19][CH3:20].[NH4+:22].[Na+:2].[O:28]1[CH2:29][CH2:30][CH2:31][CH2:32]1>>[F:3][C:4]([c:5]1[cH:6][c:7](-[c:11]2[n:12][o:13][c:14](=[O:16])[n:15]2[CH3:20])[n:8][cH:9][cH:10]1)([F:17])[F:18]. Reactants: C1[C@H]([C@@H](C2=CC=CC=C21)N)O ((1R,2R)-(−)-trans-1-amino-2-indanol), BrC1=CC=C2C(=N1)N(C=N2)CC2=CC1=C(N=C(S1)S(=O)C)C=C2 (6-((5-bromo-3H-imidazo[4,5-b]pyridin-3-yl)methyl)-2-(methylsulfinyl)benzo[d]thiazole), C1[C@H]([C@@H](C2=CC=CC=C21)N)O ((1R,2R)-(−)-trans-1-amino-2-indanol), CCN(C(C)C)C(C)C (DIEA). Solvent: CC(=O)N(C)C (DMA). Run at temperature 140 celsius. Product: BrC1=CC=C2C(=N1)N(C=N2)CC2=CC1=C(N=C(S1)N[C@H]1[C@@H](CC3=CC=CC=C13)O)C=C2 ((1R,2R)-1-((6-((5-bromo-3H-imidazo[4,5-b]pyridin-3-yl)methyl)benzo[d]thiazol-2-yl)amino)-2,3-dihydro-1H-inden-2-ol). Isolated yield 14.7%. As a reaction SMILES: [Br:1][C:2]1[N:7]=[C:6]2[N:8]([CH2:11][C:12]3[CH:23]=[CH:22][C:15]4[N:16]=[C:17](S(C)=O)[S:18][C:14]=4[CH:13]=3)[CH:9]=[N:10][C:5]2=[CH:4][CH:3]=1.[CH2:24]1[C:32]2[C:27](=[CH:28][CH:29]=[CH:30][CH:31]=2)[C@@H:26]([NH2:33])[C@@H:25]1[OH:34].CCN(C(C)C)C(C)C>CC(N(C)C)=O>[Br:1][C:2]1[N:7]=[C:6]2[N:8]([CH2:11][C:12]3[CH:23]=[CH:22][C:15]4[N:16]=[C:17]([NH:33][C@@H:26]5[C:27]6[C:32](=[CH:31][CH:30]=[CH:29][CH:28]=6)[CH2:24][C@H:25]5[OH:34])[S:18][C:14]=4[CH:13]=3)[CH:9]=[N:10][C:5]2=[CH:4][CH:3]=1. Procedure: A stirred mixture of 6-((5-bromo-3H-imidazo[4,5-b]pyridin-3-yl)methyl)-2-(methylsulfinyl)benzo[d]thiazole (130 mg, 0.332 mmol) from Step 4 of Example 78, (1R,2R)-(−)-trans-1-amino-2-indanol (198 mg, 1.33 mmol), and DIEA (214 mg, 1.66 mmol) in anhydrous DMA (2 mL) in a sealed reaction vessel was heated in a Biotage microwave synthesizer at 140° C. for 1.5 h. LCMS indicated that the reaction was incomplete. Additional (1R,2R)-(−)-trans-1-amino-2-indanol (50 mg, 0.335 mmol) was added, and the mixtu... Procedure details: Using 4-fluoro-2-methoxybenzonitrile (352 mg), (2S,3S)-3-(1-hydroxy-1-methylethyl)-2-methylpyrrolidine 1/2 oxalate (470 mg) and lithium carbonate (188 mg), the title compound was obtained as an orange solid (yield: 195 mg) by an operation similar to that in Example 3. As a reaction SMILES: F[C:2]1[CH:9]=[CH:8][C:5]([C:6]#[N:7])=[C:4]([O:10][CH3:11])[CH:3]=1.[OH:12][C:13]([C@H:16]1[CH2:20][CH2:19][NH:18][C@H:17]1[CH3:21])([CH3:15])[CH3:14].C(=O)([O-])[O-].[Li+].[Li+]>>[OH:12][C:13]([C@H:16]1[CH2:20][CH2:19][N:18]([C:2]2[CH:9]=[CH:8][C:5]([C:6]#[N:7])=[C:4]([O:10][CH3:11])[CH:3]=2)[C@H:17]1[CH3:21])([CH3:15])[CH3:14] |f:2.3.4|. The reactants are C([O-])([O-])=O.[Li+].[Li+] (lithium carbonate), FC1=CC(=C(C#N)C=C1)OC (4-fluoro-2-methoxybenzonitrile), OC(C)(C)[C@@H]1[C@@H](NCC1)C ((2S,3S)-3-(1-hydroxy-1-methylethyl)-2-methylpyrrolidine). The product is OC(C)(C)[C@@H]1[C@@H](N(CC1)C1=CC(=C(C#N)C=C1)OC)C (4-[(2S,3S)-3-(1-hydroxy-1-methylethyl)-2-methylpyrrolidin-1-yl]-2-methoxybenzonitrile), solid.